Dataset: the Open Reaction Database (ORD), a public repository of structured organic reaction records. Task: describe an organic reaction: reactants, conditions, products, and yield Product: OC1(CCC1)[C@]1(C[C@@H](CC1)N[C@H]1CCOC[C@H]1OC)C(=O)N1[C@@H]2CN([C@H](C1)C2)C2=NC(=CC=C2)C(F)(F)F (1,5-anhydro-2,3-dideoxy-3-{[(1R,3S)-3-(1-hydroxycyclobutyl)-3-({(1S,4S)-5-[6-(trifluoromethyl)pyridin-2-yl]-2,5-diazabicyclo[2.2.1]hept-2-yl}carbonyl)cyclopentyl]amino}-4-O-methyl-D-erythro-pentitol). As a reaction SMILES: Cl.Cl.[C@H:3]12[CH2:9][C@H:6]([NH:7][CH2:8]1)[CH2:5][N:4]2[C:10]([C@@:12]1([C:26]2([OH:30])[CH2:29][CH2:28][CH2:27]2)[CH2:16][CH2:15][C@@H:14]([NH:17][C@@H:18]2[C@H:23]([O:24][CH3:25])[CH2:22][O:21][CH2:20][CH2:19]2)[CH2:13]1)=[O:11].Cl[C:32]1[CH:37]=[CH:36][CH:35]=[C:34]([C:38]([F:41])([F:40])[F:39])[N:33]=1.C(N(C(C)C)CC)(C)C>CS(C)=O>[OH:30][C:26]1([C@:12]2([C:10]([N:4]3[CH2:5][C@@H:6]4[CH2:9][C@H:3]3[CH2:8][N:7]4[C:32]3[CH:37]=[CH:36][CH:35]=[C:34]([C:38]([F:41])([F:40])[F:39])[N:33]=3)=[O:11])[CH2:16][CH2:15][C@@H:14]([NH:17][C@@H:18]3[C@H:23]([O:24][CH3:25])[CH2:22][O:21][CH2:20][CH2:19]3)[CH2:13]2)[CH2:29][CH2:28][CH2:27]1 |f:0.1.2|. Starting materials: Cl.Cl.[C@@H]12N(C[C@@H](NC1)C2)C(=O)[C@@]2(C[C@@H](CC2)N[C@H]2CCOC[C@H]2OC)C2(CCC2)O (1,5-anhydro-2,3-dideoxy-3-[{(1R,3S)-3-[(1S,4S)-2,5-diazabicyclo[2.2.1]hept-2-ylcarbonyl]-3-(1-hydroxycyclobutyl)cyclopentyl]amino}-4-O-methyl-D-erythro-pentitol dihydrochloride), ClC1=NC(=CC=C1)C(F)(F)F (2-chloro-6-trifluoromethylpyridine), C(C)(C)N(CC)C(C)C (diisopropylethylamine). Solvent: CS(=O)C (DMSO). Procedure: A solution of 93 mg (0.20 mmol) of 1,5-anhydro-2,3-dideoxy-3-[{(1R,3S)-3-[(1S,4S)-2,5-diazabicyclo[2.2.1]hept-2-ylcarbonyl]-3-(1-hydroxycyclobutyl)cyclopentyl]amino}-4-O-methyl-D-erythro-pentitol dihydrochloride, 91 mg (0.49 mmol) of 2-chloro-6-trifluoromethylpyridine, and 0.14 mL (0.80 mmol) of diisopropylethylamine in 0.5 mL of DMSO was heated at 80 C for 18 h, then cooled and partitioned between ethyl acetate and water. The organic phase was dried (Na2SO4) and concentrated under reduced press... Reactants: [N+](=O)(O)[O-] (nitric acid), C(CCCCCCCCCCCCCCC)C1=C(NC(=CC1=O)C)C (3-hexadecyl-2,6-dimethylpyridin-4(1H)-one), C([O-])([O-])=O.[Na+].[Na+] (sodium carbonate). Solvent: S(O)(O)(=O)=O (sulfuric acid), S(O)(O)(=O)=O (sulphuric acid). Reaction conditions: temperature 80 celsius. The product is C(CCCCCCCCCCCCCCC)C1=C(NC(=C(C1=O)[N+](=O)[O-])C)C (3-hexadecyl-2,6-dimethyl-5-nitropyridin-4(1H)-one). RXN SMILES: [N+:1]([O-:4])(O)=[O:2].[CH2:5]([C:21]1[C:26](=[O:27])[CH:25]=[C:24]([CH3:28])[NH:23][C:22]=1[CH3:29])[CH2:6][CH2:7][CH2:8][CH2:9][CH2:10][CH2:11][CH2:12][CH2:13][CH2:14][CH2:15][CH2:16][CH2:17][CH2:18][CH2:19][CH3:20].C(=O)([O-])[O-].[Na+].[Na+]>S(=O)(=O)(O)O>[CH2:5]([C:21]1[C:26](=[O:27])[C:25]([N+:1]([O-:4])=[O:2])=[C:24]([CH3:28])[NH:23][C:22]=1[CH3:29])[CH2:6][CH2:7][CH2:8][CH2:9][CH2:10][CH2:11][CH2:12][CH2:13][CH2:14][CH2:15][CH2:16][CH2:17][CH2:18][CH2:19][CH3:20] |f:2.3.4|. Procedure: Premixed nitric acid (d 1.5, 0.15 g) and sulfuric acid (0.05 g) was added dropwise at 5-10° C. to 4 (58 mg) in sulphuric acid (d 1.64, 0.5 g). The reaction mixture was heated at 80° C. for 1 hr then cooled and added to ice. Saturated aqueous sodium carbonate was added until effervescence ceased. The reaction mixture was extracted with portions of ethyl ether. The combined organic phase was dried over anhydrous MgSO4 and concentrated under diminished pressure to afford a crude residue Elution wit... Starting materials: BrC=1C=NC=2N(C1)N=C(C2)C(=O)O (6-bromo-pyrazolo[1,5-a]pyrimidine-2-carboxylic acid), COC(=O)C=1C=2CCNC(C2C=CC1)C (1-Methyl-1,2,3,4-tetrahydro-isoquinoline-5-carboxylic acid methyl ester). The product is COC(=O)C=1C=2CCN(C(C2C=CC1)C)C(=O)C1=NN2C(N=CC(=C2)Br)=C1 (2-(6-Bromo-pyrazolo[1,5-a]pyrimidine-2-carbonyl)-1-methyl-1,2,3,4-tetrahydro-isoquinoline-5-carboxylic acid methyl ester). As a reaction SMILES: [Br:1][C:2]1[CH:3]=[N:4][C:5]2[N:6]([N:8]=[C:9]([C:11]([OH:13])=O)[CH:10]=2)[CH:7]=1.[CH3:14][O:15][C:16]([C:18]1[C:19]2[CH2:20][CH2:21][NH:22][CH:23]([CH3:28])[C:24]=2[CH:25]=[CH:26][CH:27]=1)=[O:17]>>[CH3:14][O:15][C:16]([C:18]1[C:19]2[CH2:20][CH2:21][N:22]([C:11]([C:9]3[CH:10]=[C:5]4[N:4]=[CH:3][C:2]([Br:1])=[CH:7][N:6]4[N:8]=3)=[O:13])[CH:23]([CH3:28])[C:24]=2[CH:25]=[CH:26][CH:27]=1)=[O:17]. Procedure: In close analogy to the procedure described in Example 1, 6-bromo-pyrazolo[1,5-a]pyrimidine-2-carboxylic acid is reacted with 1-Methyl-1,2,3,4-tetrahydro-isoquinoline-5-carboxylic acid methyl ester to provide the title compound in moderate yield. The product is Cc1cc(Nc2ncnc3cccc(OCCN(C)C(=O)CO)c23)ccc1OCc1ccccn1. Reactants: O=C([O-])[O-], Cl, [K+], [K+], C1COCCOCCOCCOCCOCCO1, CN(C)C=O, Cc1cc(Nc2ncnc3cccc(OCCN(C)C(=O)CO)c23)ccc1O, ClCc1ccccn1. RXN SMILES: [C:38](=[O:39])([O-:40])[O-:41].[ClH:29].[K+:42].[K+:43].[O:44]1[CH2:45][CH2:46][O:47][CH2:48][CH2:49][O:50][CH2:51][CH2:52][O:53][CH2:54][CH2:55][O:56][CH2:57][CH2:58][O:59][CH2:60][CH2:61]1.[O:62]=[CH:63][N:64]([CH3:65])[CH3:66].[OH:1][CH2:2][C:3](=[O:4])[N:5]([CH3:6])[CH2:7][CH2:8][O:9][c:10]1[c:11]2[c:12]([NH:20][c:21]3[cH:22][c:23]([CH3:28])[c:24]([OH:27])[cH:25][cH:26]3)[n:13][cH:14][n:15][c:16]2[cH:17][cH:18][cH:19]1.[c:30]1([CH2:36][Cl:37])[cH:31][cH:32][cH:33][cH:34][n:35]1>>[OH:1][CH2:2][C:3](=[O:4])[N:5]([CH3:6])[CH2:7][CH2:8][O:9][c:10]1[c:11]2[c:12]([NH:20][c:21]3[cH:22][c:23]([CH3:28])[c:24]([O:27][CH2:36][c:30]4[cH:31][cH:32][cH:33][cH:34][n:35]4)[cH:25][cH:26]3)[n:13][cH:14][n:15][c:16]2[cH:17][cH:18][cH:19]1.